Dataset: the Open Reaction Database (ORD), a public repository of structured organic reaction records. Task: describe an organic reaction: reactants, conditions, products, and yield Starting materials: COC(CCNC(C1=CC=C(C=C1)C(CC(C)C)OC1=CC(=C(C=C1)Br)Cl)=O)=O (3-{4-[1-(4-bromo-3-chloro-phenoxy)-3-methyl-butyl]-benzoylamino}-propionic acid methyl ester), ClC1=C(C=CC(=C1)Cl)B(O)O (2,4-dichlorophenyl boronic acid). The product is CC(CC(OC1=CC(=C(C=C1)C1=C(C=C(C=C1)Cl)Cl)Cl)C1=CC=C(C(=O)NCCC(=O)O)C=C1)C (3-{4-[3-methyl-1-(2,2′,4′-trichloro-biphenyl-4-yloxy)-butyl]-benzoylamino}-propionic acid). As a reaction SMILES: C[O:2][C:3](=[O:29])[CH2:4][CH2:5][NH:6][C:7](=[O:28])[C:8]1[CH:13]=[CH:12][C:11]([CH:14]([O:19][C:20]2[CH:25]=[CH:24][C:23](Br)=[C:22]([Cl:27])[CH:21]=2)[CH2:15][CH:16]([CH3:18])[CH3:17])=[CH:10][CH:9]=1.[Cl:30][C:31]1[CH:36]=[C:35]([Cl:37])[CH:34]=[CH:33][C:32]=1B(O)O>>[CH3:18][CH:16]([CH3:17])[CH2:15][CH:14]([C:11]1[CH:12]=[CH:13][C:8]([C:7]([NH:6][CH2:5][CH2:4][C:3]([OH:2])=[O:29])=[O:28])=[CH:9][CH:10]=1)[O:19][C:20]1[CH:25]=[CH:24][C:23]([C:34]2[CH:33]=[CH:32][C:31]([Cl:30])=[CH:36][C:35]=2[Cl:37])=[C:22]([Cl:27])[CH:21]=1. Reported procedure: The title compounds are prepared in a manner substantially similar to Example 24 starting from 3-{4-[1-(4-bromo-3-chloro-phenoxy)-3-methyl-butyl]-benzoylamino}-propionic acid methyl ester and 2,4-dichlorophenyl boronic acid. The isomers are resolved by methods described herein or known to one skilled in the art. Isomer 1 MS: 533.2 [M−H]−; Isomer 2 MS: 533.2 [M−H]−. The reactants are CC=1N=C(N2C(NN=CC21)=O)C2=CC=CC=C2 (8-methyl-6-phenyl-imidazo-[1,5-d]-as-triazin-4(3H)-one), P12(=S)SP3(=S)SP(=S)(S1)SP(=S)(S2)S3 (phosphorus pentasulfide). Solvent: N1=CC=CC=C1 (pyridine). Reaction conditions: temperature 100 celsius. The product is CC=1N=C(N2C(NN=CC21)=S)C2=CC=CC=C2 (8-Methyl-6-phenyl-imidazo[1,5-d]-as-triazine-4(3H)-thione). RXN SMILES: [CH3:1][C:2]1[N:3]=[C:4]([C:12]2[CH:17]=[CH:16][CH:15]=[CH:14][CH:13]=2)[N:5]2[C:10]=1[CH:9]=[N:8][NH:7][C:6]2=O.P12(SP3(SP(SP(S3)(S1)=S)(=S)S2)=S)=[S:19]>N1C=CC=CC=1>[CH3:1][C:2]1[N:3]=[C:4]([C:12]2[CH:17]=[CH:16][CH:15]=[CH:14][CH:13]=2)[N:5]2[C:10]=1[CH:9]=[N:8][NH:7][C:6]2=[S:19]. Procedure details: To a solution of 4.5 gm. of 8-methyl-6-phenyl-imidazo-[1,5-d]-as-triazin-4(3H)-one in 100 ml. of pyridine is added 5 gm. of phosphorus pentasulfide. The reaction mixture is heated at 100° C. for 8 hours, filtered, and poured into dilute hydrochloric acid. The precipitated product is isolated by filtration, washed with water, and dried. The reactants are CCNC(=O)NN(C)CC(=O)O, CCOC(OCC)C(C)N(Cc1cccc2cccnc12)C(=O)C(N)Cc1ccc(OC(C)(C)C)cc1. Yields the product CCNC(=O)NN(C)CC(=O)NC(Cc1ccc(OC(C)(C)C)cc1)C(=O)N(Cc1cccc2cccnc12)C(C)C(OCC)OCC. As a reaction SMILES: [CH2:1]([CH3:2])[NH:3][C:4](=[O:5])[NH:6][N:7]([CH3:8])[CH2:9][C:10](=[O:11])[OH:12].[NH2:13][CH:14]([C:15](=[O:16])[N:17]([CH2:18][c:19]1[cH:20][cH:21][cH:22][c:23]2[cH:24][cH:25][cH:26][n:27][c:28]12)[CH:29]([CH:30]([O:31][CH2:32][CH3:33])[O:34][CH2:35][CH3:36])[CH3:37])[CH2:38][c:39]1[cH:40][cH:41][c:42]([O:45][C:46]([CH3:47])([CH3:48])[CH3:49])[cH:43][cH:44]1>>[CH2:1]([CH3:2])[NH:3][C:4](=[O:5])[NH:6][N:7]([CH3:8])[CH2:9][C:10](=[O:12])[NH:13][CH:14]([C:15](=[O:16])[N:17]([CH2:18][c:19]1[cH:20][cH:21][cH:22][c:23]2[cH:24][cH:25][cH:26][n:27][c:28]12)[CH:29]([CH:30]([O:31][CH2:32][CH3:33])[O:34][CH2:35][CH3:36])[CH3:37])[CH2:38][c:39]1[cH:40][cH:41][c:42]([O:45][C:46]([CH3:47])([CH3:48])[CH3:49])[cH:43][cH:44]1. The reactants are C[N+]1([O-])CCOCC1, CCC[N+](CCC)(CCC)CCC, COc1ccc(Cl)c(C(C)C(O)c2ccnc(Cl)c2)c1, ClCCl, O=[Ru](=O)(=O)[O-]. Product: COc1ccc(Cl)c(C(C)C(=O)c2ccnc(Cl)c2)c1. As a reaction SMILES: [CH3:21][N+:22]1([O-:23])[CH2:24][CH2:25][O:26][CH2:27][CH2:28]1.[CH3:37][CH2:38][CH2:39][N+:40]([CH2:41][CH2:42][CH3:43])([CH2:44][CH2:45][CH3:46])[CH2:47][CH2:48][CH3:49].[Cl:1][c:2]1[c:3]([CH:10]([CH:11]([OH:12])[c:13]2[cH:14][c:15]([Cl:19])[n:16][cH:17][cH:18]2)[CH3:20])[cH:4][c:5]([O:8][CH3:9])[cH:6][cH:7]1.[Cl:29][CH2:30][Cl:31].[O-:32][Ru:33](=[O:34])(=[O:35])=[O:36]>>[Cl:1][c:2]1[c:3]([CH:10]([C:11](=[O:12])[c:13]2[cH:14][c:15]([Cl:19])[n:16][cH:17][cH:18]2)[CH3:20])[cH:4][c:5]([O:8][CH3:9])[cH:6][cH:7]1.